From a dataset of the Open Reaction Database (ORD), a public repository of structured organic reaction records. describe an organic reaction: reactants, conditions, products, and yield Reactants: CCOC(=O)c1cc(-c2cccc(C=O)c2)c(OCOC)c(-c2cccc(C=O)c2)c1, CO, Cl, [K+], [OH-], O. Product: COCOc1c(-c2cccc(C=O)c2)cc(C(=O)O)cc1-c1cccc(C=O)c1. As a reaction SMILES: [CH2:1]([CH3:2])[O:3][C:4]([c:5]1[cH:6][c:7](-[c:23]2[cH:24][c:25]([CH:29]=[O:30])[cH:26][cH:27][cH:28]2)[c:8]([O:19][CH2:20][O:21][CH3:22])[c:9](-[c:11]2[cH:12][c:13]([CH:17]=[O:18])[cH:14][cH:15][cH:16]2)[cH:10]1)=[O:31].[CH3:34][OH:35].[ClH:36].[K+:33].[OH-:32].[OH2:37]>>[O:3]=[C:4]([c:5]1[cH:6][c:7](-[c:23]2[cH:24][c:25]([CH:29]=[O:30])[cH:26][cH:27][cH:28]2)[c:8]([O:19][CH2:20][O:21][CH3:22])[c:9](-[c:11]2[cH:12][c:13]([CH:17]=[O:18])[cH:14][cH:15][cH:16]2)[cH:10]1)[OH:31]. Reactants: BrC=1OC2=C(C1C1=CC(=CC=C1)C)C=C(C=C2)Cl (2-bromo-5-chloro-3-(3-methylphenyl) benzofuran), BrNC(CCC(=O)N)=O (N-bromosuccinamide). The solvent is C(Cl)(Cl)(Cl)Cl (carbon tetrachloride). Yields the product BrC=1OC2=C(C1C1=CC(=CC=C1)CBr)C=C(C=C2)Cl (2-bromo-3-(3-bromomethylphenyl)-5-chlorobenzofuran). RXN SMILES: [Br:1][C:2]1[O:3][C:4]2[CH:17]=[CH:16][C:15]([Cl:18])=[CH:14][C:5]=2[C:6]=1[C:7]1[CH:12]=[CH:11][CH:10]=[C:9]([CH3:13])[CH:8]=1.[Br:19]NC(=O)CCC(N)=O>C(Cl)(Cl)(Cl)Cl>[Br:1][C:2]1[O:3][C:4]2[CH:17]=[CH:16][C:15]([Cl:18])=[CH:14][C:5]=2[C:6]=1[C:7]1[CH:12]=[CH:11][CH:10]=[C:9]([CH2:13][Br:19])[CH:8]=1. Procedure details: A mixture of 22.6 g (0.07 mole) of 2-bromo-5-chloro-3-(3-methylphenyl) benzofuran, 12.5 g (0.07 mole) of N-bromosuccinamide in 500 ml of carbon tetrachloride is irradiated and heated with a sun lamp for about 20 hours. The reaction mixture is filtered hot and the filtrate is allowed to cool. A solid forms which is collected, washed with carbon tetrachloride, and dried, then recrystallized from ethyl acetate to provide white product, 2-bromo-3-(3-bromomethylphenyl)-5-chlorobenzofuran, which is us...